From a dataset of the Open Reaction Database (ORD), a public repository of structured organic reaction records. describe an organic reaction: reactants, conditions, products, and yield The reactants are NC1=C(C=C(C=C1)C(=O)N1CC(C1)OC)OC ((4-amino-3-methoxyphenyl)(3-methoxyazetidin-1-yl)methanone), C(=O)(C(F)(F)F)O (TFA), CN1N=CC(=C1)C1=NC=CC2=C1N=C(N=C2)S(=O)(=O)C (8-(1-methyl-1H-pyrazol-4-yl)-2-(methylsulfonyl)pyrido[3,4-d]pyrimidine). Solvent: FC(CO)(F)F (2,2,2-trifluoroethanol), CCOC(=O)C (EtOAc). Conditions: time 18 hour. The product is COC=1C=C(C=CC1NC=1N=CC2=C(N1)C(=NC=C2)C=2C=NN(C2)C)C(=O)N2CC(C2)OC ((3-methoxy-4-((8-(1-methyl-1H-pyrazol-4-yl)pyrido[3,4-d]pyrimidin-2-yl)amino)phenyl)(3-methoxyazetidin-1-yl)methanone). The yield is 20.4%. RXN SMILES: [NH2:1][C:2]1[CH:7]=[CH:6][C:5]([C:8]([N:10]2[CH2:13][CH:12]([O:14][CH3:15])[CH2:11]2)=[O:9])=[CH:4][C:3]=1[O:16][CH3:17].C(O)(C(F)(F)F)=O.[CH3:25][N:26]1[CH:30]=[C:29]([C:31]2[C:36]3[N:37]=[C:38](S(C)(=O)=O)[N:39]=[CH:40][C:35]=3[CH:34]=[CH:33][N:32]=2)[CH:28]=[N:27]1>FC(F)(F)CO.CCOC(C)=O>[CH3:17][O:16][C:3]1[CH:4]=[C:5]([C:8]([N:10]2[CH2:13][CH:12]([O:14][CH3:15])[CH2:11]2)=[O:9])[CH:6]=[CH:7][C:2]=1[NH:1][C:38]1[N:39]=[CH:40][C:35]2[CH:34]=[CH:33][N:32]=[C:31]([C:29]3[CH:28]=[N:27][N:26]([CH3:25])[CH:30]=3)[C:36]=2[N:37]=1. Procedure details: A solution of (4-amino-3-methoxyphenyl)(3-methoxyazetidin-1-yl)methanone (Preparation 28, 56 mg, 0.237 mmol), TFA (46 μL, 0.601 mmol) and 8-(1-methyl-1H-pyrazol-4-yl)-2-(methylsulfonyl)pyrido[3,4-d]pyrimidine (Preparation 35, 35 mg, 0.121 mmol) in 2,2,2-trifluoroethanol (0.6 mL) was heated to reflux for 5 hours and then to 80° C. for 18 hours. The reaction was diluted with EtOAc, quenched with aqueous saturated NaHCO3 and the aqueous layer extracted with EtOAc. The combined organic layers were w... Reactants: [Cl-].[Ca+2].[Cl-] (calcium chloride), FC=1C=C(C#N)C=CC1C=O (3-fluoro-4-formylbenzonitrile), C(N)(OCC)=O (ethyl carbamate). Run at temperature 150 celsius, time 3 hour. Product: C(#N)C1=CC(=C(C=C1)C(NC(OCC)=O)NC(OCC)=O)F (Diethyl (4-Cyano-2-fluorophenyl)methylenedicarbamate). RXN SMILES: [Cl-].[Ca+2].[Cl-].[F:4][C:5]1[CH:6]=[C:7]([CH:10]=[CH:11][C:12]=1[CH:13]=O)[C:8]#[N:9].[C:15](=[O:20])([O:17][CH2:18][CH3:19])[NH2:16]>>[C:8]([C:7]1[CH:10]=[CH:11][C:12]([CH:13]([NH:16][C:15](=[O:20])[O:17][CH2:18][CH3:19])[NH:16][C:15](=[O:20])[O:17][CH2:18][CH3:19])=[C:5]([F:4])[CH:6]=1)#[N:9] |f:0.1.2|. Procedure details: In a three-necked round bottom flask equipped with a drying tube filled with calcium chloride and an inlet for nitrogen, 3-fluoro-4-formylbenzonitrile (5.00 g, 33.5 mmol) and ethyl carbamate (6.57 g, 73.7 mmol) are heated at 150° C. The flask is being purged with a flow of nitrogen, and concentrated sulfuric acid (200 μL) is added drop by drop within 10 min. The mixture is heated at 150° C. for 6 h and then cooled at room temperature. The mixture is ground, treated with water (400 mL) and then s... Starting materials: NC1=NC=C(C(=N1)N)CC1=CC(=C(C(=C1)OCC)C1=CC=C(C=C1)OCOC)OCC1(CC1)/C=C/C#N ((E)-3-[1-[4-(2,4-Diamino-pyrimidin-5-ylmethyl)-6-ethoxy-4′-methoxymethoxy-biphenyl-2-yloxymethyl]-cyclopropyl]-acrylonitrile), Cl (hydrochloric acid). Run in CO (methanol), CO (methanol). Run at time 2 hour. Product: NC1=NC=C(C(=N1)N)CC1=CC(=C(C(=C1)OCC)C1=CC=C(C=C1)O)OCC1(CC1)/C=C/C#N ((E)-3-[1-[4-(2,4-diamino-pyrimidin-5-ylmethyl)-6-ethoxy-4′-hydroxy-biphenyl-2-yloxymethyl]-cyclopropyl]-acrylonitrile). Yield: 92.4%. Reaction SMILES: [NH2:1][C:2]1[N:7]=[C:6]([NH2:8])[C:5]([CH2:9][C:10]2[CH:15]=[C:14]([O:16][CH2:17][CH3:18])[C:13]([C:19]3[CH:24]=[CH:23][C:22]([O:25]COC)=[CH:21][CH:20]=3)=[C:12]([O:29][CH2:30][C:31]3(/[CH:34]=[CH:35]/[C:36]#[N:37])[CH2:33][CH2:32]3)[CH:11]=2)=[CH:4][N:3]=1.Cl>CO>[NH2:1][C:2]1[N:7]=[C:6]([NH2:8])[C:5]([CH2:9][C:10]2[CH:15]=[C:14]([O:16][CH2:17][CH3:18])[C:13]([C:19]3[CH:24]=[CH:23][C:22]([OH:25])=[CH:21][CH:20]=3)=[C:12]([O:29][CH2:30][C:31]3(/[CH:34]=[CH:35]/[C:36]#[N:37])[CH2:32][CH2:33]3)[CH:11]=2)=[CH:4][N:3]=1. Procedure details: (E)-3-[1-[4-(2,4-Diamino-pyrimidin-5-ylmethyl)-6-ethoxy-4′-methoxymethoxy-biphenyl-2-yloxymethyl]-cyclopropyl]-acrylonitrile (350 mg; 0.698 mmol) is stirred in methanol (12 ml) and a 3 M hydrochloric acid solution in methanol (3.4 ml) for 30 minutes at a bath temperature of 60° C. The methanol is evaporated off, the residue is dissolved in water (33 ml) and the pH is adjusted to approx. 9 by addition of NH4OH conc., whereupon the substance precipitates out. After stirring for 2 hours the mixture... Reactants: C1(=CC=CC2=CC=CC=C12)C=CC(=O)O (3-(1-Naphthyl) acrylic acid), O (water), Cl (hydrochloric acid), O1CCCC1.B (tetrahydrofuran borane). Reagents/catalysts: [C].[Pd] (palladium carbon). Solvent: O1CCCC1 (tetrahydrofuran), O1CCCC1 (tetrahydrofuran), O1CCCC1 (tetrahydrofuran), CO (methanol). Conditions: time 13 hour. Product: C1(=CC=CC2=CC=CC=C12)CCCO (3-(1-naphthyl)-1-propanol). Isolated yield 100.0%. Reaction SMILES: [C:1]1([CH:11]=[CH:12][C:13](O)=[O:14])[C:10]2[C:5](=[CH:6][CH:7]=[CH:8][CH:9]=2)[CH:4]=[CH:3][CH:2]=1.O1CCCC1.B.O.Cl>CO.O1CCCC1.[C].[Pd]>[C:1]1([CH2:11][CH2:12][CH2:13][OH:14])[C:10]2[C:5](=[CH:6][CH:7]=[CH:8][CH:9]=2)[CH:4]=[CH:3][CH:2]=1 |f:1.2,7.8|. Procedure details: 3-(1-Naphthyl) acrylic acid (5.00 g) was dissolved in methanol (30 ml) and tetrahydrofuran (50 ml), 10% palladium carbon (2.40 g) was added, and the mixture was stirred under a hydrogen atmosphere at room temperature for 13 hr. The reaction container was purged with nitrogen, the solution was filtered, and the filtrate was concentrated to give a white solid (5.00 g. The white solid was dissolved in tetrahydrofuran (100 ml), and a tetrahydrofuran-borane.tetrahydrofuran solution (1 mol/l, 27.4 ml)... The reactants are COC=1C=C(C(=O)N2CC(CC2)(C2=CC=CC=C2)CCN2CCC(CC2)C(=O)C2=NC3=C(N2)C=CC=C3)C=C(C1OC)OC (1-(3,4,5-trimethoxy-benzoyl)-3-[2-[4-[1H-benzoimidazole-2-carbonyl]-piperidin-1-yl]-ethyl]-3-phenyl-pyrrolidine), Cl.ClCC=1C=NC=CC1 (3-(chloromethyl)pyridine hydrochloride), C([O-])([O-])=O.[K+].[K+] (potassium carbonate). Run in CC(=O)C (acetone), O (water). Procedure details: Combine 1-(3,4,5-trimethoxy-benzoyl)-3-[2-[4-[1H-benzoimidazole-2-carbonyl]-piperidin-1-yl]-ethyl]-3-phenyl-pyrrolidine (710 mg, 1.19 mmol), 3-(chloromethyl)pyridine hydrochloride (794 mg, 4.84 mmol), potassium carbonate (1.337 g, 9.67 mmol) in acetone (21 mL) and water (7 mL). Stir and heat at reflux for 24 h. Allow reaction mixture to cool to room temperature, and remove the acetone under vacuum. Add ethyl acetate to the reaction mixture and separate the organic layer. Extract the organic laye... RXN SMILES: [CH3:1][O:2][C:3]1[CH:4]=[C:5]([CH:38]=[C:39]([O:43][CH3:44])[C:40]=1[O:41][CH3:42])[C:6]([N:8]1[CH2:12][CH2:11][C:10]([CH2:19][CH2:20][N:21]2[CH2:26][CH2:25][CH:24]([C:27]([C:29]3[NH:33][C:32]4[CH:34]=[CH:35][CH:36]=[CH:37][C:31]=4[N:30]=3)=[O:28])[CH2:23][CH2:22]2)([C:13]2[CH:18]=[CH:17][CH:16]=[CH:15][CH:14]=2)[CH2:9]1)=[O:7].Cl.Cl[CH2:47][C:48]1[CH:49]=[N:50][CH:51]=[CH:52][CH:53]=1.C(=O)([O-])[O-].[K+].[K+]>CC(C)=O.O>[CH3:1][O:2][C:3]1[CH:4]=[C:5]([CH:38]=[C:39]([O:43][CH3:44])[C:40]=1[O:41][CH3:42])[C:6]([N:8]1[CH2:12][CH2:11][C:10]([CH2:19][CH2:20][N:21]2[CH2:26][CH2:25][CH:24]([C:27]([C:29]3[N:30]([CH2:47][C:48]4[CH:49]=[N:50][CH:51]=[CH:52][CH:53]=4)[C:31]4[CH:37]=[CH:36][CH:35]=[CH:34][C:32]=4[N:33]=3)=[O:28])[CH2:23][CH2:22]2)([C:13]2[CH:14]=[CH:15][CH:16]=[CH:17][CH:18]=2)[CH2:9]1)=[O:7] |f:1.2,3.4.5|. Product: COC=1C=C(C(=O)N2CC(CC2)(C2=CC=CC=C2)CCN2CCC(CC2)C(=O)C2=NC3=C(N2CC=2C=NC=CC2)C=CC=C3)C=C(C1OC)OC (1-(3,4,5-Trimethoxy-benzoyl)-3-[2-[4-[1-(pyrid-3-ylmethyl)-1H-benzoimidazole-2-carbonyl]-piperidin-1-yl]-ethyl]-3-phenyl-pyrrolidine). Reactants: C[Si](C)(C)C#C ((trimethylsilyl)acetylene), C(CC)C1CCC(CC1)C1CCC(CC1)=O (4′-propylbicyclohexyl-4-one), O.O.O.[F-].C(CCC)[N+](CCCC)(CCCC)CCCC (tetrabutylammonium fluoride trihydrate). Run in C1CCOC1 (THF). Reaction conditions: time 2 hour. Product: C(#C)C1(CCC(CC1)C1CCC(CC1)CCC)O (4-ethynyl-4′-propylbicyclohexyl-4-ol). RXN SMILES: C[Si]([C:5]#[CH:6])(C)C.[CH2:7]([CH:10]1[CH2:15][CH2:14][CH:13]([CH:16]2[CH2:21][CH2:20][C:19](=[O:22])[CH2:18][CH2:17]2)[CH2:12][CH2:11]1)[CH2:8][CH3:9].O.O.O.[F-].C([N+](CCCC)(CCCC)CCCC)CCC>C1COCC1>[C:5]([C:19]1([OH:22])[CH2:20][CH2:21][CH:16]([CH:13]2[CH2:12][CH2:11][CH:10]([CH2:7][CH2:8][CH3:9])[CH2:15][CH2:14]2)[CH2:17][CH2:18]1)#[CH:6] |f:2.3.4.5.6|. Reported procedure: 24.32 ml of (trimethylsilyl)acetylene are added dropwise at −30° C. to a solution of 30.0 g of 4′-propylbicyclohexyl-4-one and 3.41 g of tetrabutylammonium fluoride trihydrate in 300 ml of THF. The cooling bath is removed after 5 minutes, and the reaction mixture is stirred at RT for 2 hours. A suspension of 39.2 g of potassium fluoride in methanol is subsequently added, and the mixture is stirred at RT for 3 days. Conventional work-up gives 4-ethynyl-4′-propylbicyclohexyl-4-ol. Starting materials: C(C)OC(=O)C1(CC2=CC=CC=C2C1)NC(C1=C(C(=CC=C1)C)OC(C)C)=O (2-(2-Isopropoxy-3-methyl-benzoylamino)-indan-2-carboxylic acid ethyl ester), [OH-].[K+] (KOH), O (water). Solvent: CCO (EtOH). Conditions: time 8 hour. Yields the product C(C)(C)OC1=C(C(=O)NC2(CC3=CC=CC=C3C2)C(=O)O)C=CC=C1C (2-(2-Isopropoxy-3-methyl-benzoylamino)-indan-2-carboxylic acid). Yield: 100.1%. As a reaction SMILES: C([O:3][C:4]([C:6]1([NH:15][C:16](=[O:28])[C:17]2[CH:22]=[CH:21][CH:20]=[C:19]([CH3:23])[C:18]=2[O:24][CH:25]([CH3:27])[CH3:26])[CH2:14][C:13]2[C:8](=[CH:9][CH:10]=[CH:11][CH:12]=2)[CH2:7]1)=[O:5])C.[OH-].[K+].O>CCO>[CH:25]([O:24][C:18]1[C:19]([CH3:23])=[CH:20][CH:21]=[CH:22][C:17]=1[C:16]([NH:15][C:6]1([C:4]([OH:5])=[O:3])[CH2:14][C:13]2[C:8](=[CH:9][CH:10]=[CH:11][CH:12]=2)[CH2:7]1)=[O:28])([CH3:27])[CH3:26] |f:1.2|. Procedure details: The mixture of 2-(2-isopropoxy-3-methyl-benzoylamino)-indan-2-carboxylic acid ethyl ester (6) (265 mg, 0.69 mmol) and KOH (500 mg, 8.9 mmol) is dissolved in EtOH (6 mL) and water (1 mL) under a water bath. The water bath is removed when KOH is completely dissolved and the resulting reaction solution is stirred at RT for 8 h. After concentration in vacuo, the residue is dissolved in water (20 mL) and the solution acidified with conc. HCl until no more white precipitate came out of the water. The ... Starting materials: BrC1=CC=C(C=C1)C(C=NO)=O ((4-Bromo-phenyl)-oxo-acetaldehyde oxime), C(C)C=1N=C(N(C1C1=CC=CC=C1)O)C=1C(=NC=CC1I)OC (4-ethyl-2-(4-iodo-2-methoxy-pyridin-3-yl)-5-phenyl-imidazol-1-ol). Yields the product BrC1=CC=C(C=C1)C1=CN=C(N1O)C=1C(=NC=CC1I)OC (5-(4-Bromo-phenyl)-2-(4-iodo-2-methoxy-pyridin-3-yl)-imidazol-1-ol). Isolated yield 18.0%. RXN SMILES: [Br:1][C:2]1[CH:7]=[CH:6][C:5]([C:8](=O)[CH:9]=[N:10]O)=[CH:4][CH:3]=1.C(C1N=[C:17]([C:27]2[C:28]([O:34][CH3:35])=[N:29][CH:30]=[CH:31][C:32]=2[I:33])[N:18]([OH:26])C=1C1C=CC=CC=1)C>>[Br:1][C:2]1[CH:3]=[CH:4][C:5]([C:8]2[N:18]([OH:26])[C:17]([C:27]3[C:28]([O:34][CH3:35])=[N:29][CH:30]=[CH:31][C:32]=3[I:33])=[N:10][CH:9]=2)=[CH:6][CH:7]=1. Procedure details: (4-Bromo-phenyl)-oxo-acetaldehyde oxime (0.242 g, 1.06 mmol) was reacted as described for the synthesis of 4-ethyl-2-(4-iodo-2-methoxy-pyridin-3-yl)-5-phenyl-imidazol-1-ol and gave the title material (0.090 g, 18%). LCMS (+ESI, M+H+) m/z 472, 474. Starting materials: NC1=C(C(=O)O)C=CC=N1 (2-aminonicotinic acid), FC=1C=C2C(C(NC2=C(C1)F)=O)=O (5,7-difluoroisatin), N1C(=O)C(=O)C2=CC=CC=C12 (isatin). The product is FC=1C=C2C(C3=NC4=CC=CC=C4C(N3C2=C(C1)F)=O)=O (8,10-Difluoroindolo[2,1-b]quinazoline-6,12-dione). Isolated yield 4.7%. Reaction SMILES: NC1N=CC=CC=1C(O)=O.[F:11][C:12]1[CH:13]=[C:14]2[C:18](=[C:19]([F:21])[CH:20]=1)[NH:17][C:16](=O)[C:15]2=[O:23].[NH:24]1[C:34]2[C:29](=[CH:30][CH:31]=[CH:32][CH:33]=2)[C:27](=[O:28])C1=O>>[F:11][C:12]1[CH:13]=[C:14]2[C:18](=[C:19]([F:21])[CH:20]=1)[N:17]1[C:16](=[N:24][C:34]3[C:29]([C:27]1=[O:28])=[CH:30][CH:31]=[CH:32][CH:33]=3)[C:15]2=[O:23]. Reported procedure: Using the procedure in Example 56 and substituting 2-aminobenzoic acid for 2-aminonicotinic acid and 5,7-difluoroisatin from Example 3 for isatin gave the title compound in 4.7% yield: mp 287°-290° C,; 1H NMR (300 MHz, CDCl3) δ 8.47 (d, 1H) 8.02 (d, 1H) 7.84-7.92 (m, 1H) 7.66-7.76 (m, 1H) 7.48-7.54 (m, 1H) 7.30-7.40 (m, 1H).